From a dataset of the Open Reaction Database (ORD), a public repository of structured organic reaction records. describe an organic reaction: reactants, conditions, products, and yield Reactants: C(C)OC(C)=O (ethylacetate), OC=1CN(C(=CC1)O)C(=O)OC(C)(C)C (t-butyl 3,6-dihydroxypyridine-1(2H)-carboxylate), OC=1CN(C(=CC1)O)C(=O)OC(C)(C)C (t-butyl 3,6-dihydroxypyridine-1(2H)-carboxylate), ClC=1C=C(C(=O)O)C=CC1 (m-chloro benzoic acid). Solvent: C(Cl)Cl (methylene chloride). Run at time 5 hour. Product: C12CN(CCC2O1)C(=O)OC(C)(C)C (t-butyl 7-oxa-3-azabicyclo[4.1.0]heptane-3-carboxylate). Yield: 91.3%. RXN SMILES: [OH:1][C:2]1[CH2:3][N:4]([C:9]([O:11][C:12]([CH3:15])([CH3:14])[CH3:13])=[O:10])[C:5](O)=[CH:6][CH:7]=1.ClC1C=C(C=CC=1)C(O)=O.C(OC(=O)C)C>C(Cl)Cl>[CH:2]12[O:1][CH:7]1[CH2:6][CH2:5][N:4]([C:9]([O:11][C:12]([CH3:15])([CH3:14])[CH3:13])=[O:10])[CH2:3]2. Procedure details: 2.1 g (11.5 mmol) of t-butyl 3,6-dihydroxypyridin-1(2H)-carboxylate (product of step 1) and 3.1 g (12.6 mmol) of m-chloro benzoic acid was dissolved in 30 mL of methylene chloride, and after stirring for 5 hour, 100 mL of ethylacetate was added thereto. After washing with water, an organic layer was dried over anhydrous magnesium sulfate. The solvent was distilled off under reduced pressure and the residue was purified by column chromatography to give 2.1 g (10.5 mmol) of the title compound in a...